From a dataset of the Open Reaction Database (ORD), a public repository of structured organic reaction records. describe an organic reaction: reactants, conditions, products, and yield Reactants: IC (Iodomethane), BrC1=CC(=C(C=C1)C(C)=O)O (1-(4-bromo-2-hydroxyphenyl)-1-ethanone), CN(C)C=O (DMF), C([O-])([O-])=O.[K+].[K+] (potassium carbonate). Solvent: O (Water). The product is BrC1=CC(=C(C=C1)C(C)=O)OC (1-(4-bromo-2-methoxyphenyl)-1-ethanone). As a reaction SMILES: IC.[Br:3][C:4]1[CH:9]=[CH:8][C:7]([C:10](=[O:12])[CH3:11])=[C:6]([OH:13])[CH:5]=1.[CH3:14]N(C=O)C.C(=O)([O-])[O-].[K+].[K+]>O>[Br:3][C:4]1[CH:9]=[CH:8][C:7]([C:10](=[O:12])[CH3:11])=[C:6]([O:13][CH3:14])[CH:5]=1 |f:3.4.5|. Procedure details: Iodomethane (11.2 mL) was added to a mixture of compound 6b (32.6 g), DMF (100 mL), and potassium carbonate (62.5 g) at 0° C. The mixture was stirred and allowed to warm to RT over 2 hr. Water (200 mL) was added, and the mixture was extracted with ethyl acetate. The combined organic extracts were dried over sodium sulfate, filtered, and evaporated to afford 1-(4-bromo-2-methoxyphenyl)-1-ethanone (compound 6c, 33.1 g) as a tan solid. Starting materials: O=C([O-])O, C1CCOC1, CC(C)(C)[O-], CC(=O)O, CC(C)c1cc(C(C)C)c(S(=O)(=O)N=[N+]=[N-])c(C(C)C)c1, COc1cc(OC)c(CN2CC(=O)N(CC(F)(F)F)c3ccccc3C2=O)c(OC)c1, [K+], [Na+]. Yields the product COc1cc(OC)c(CN2C(=O)c3ccccc3N(CC(F)(F)F)C(=O)C2N=[N+]=[N-])c(OC)c1. RXN SMILES: [C:59](=[O:60])([O-:61])[OH:62].[CH2:64]1[O:65][CH2:66][CH2:67][CH2:68]1.[CH3:32][C:33]([CH3:34])([O-:35])[CH3:36].[CH3:69][C:70](=[O:71])[OH:72].[CH:38]([c:39]1[cH:40][c:41]([CH:42]([CH3:43])[CH3:44])[cH:45][c:46]([CH:47]([CH3:48])[CH3:49])[c:50]1[S:51](=[O:52])(=[O:53])[N:56]=[N+:57]=[N-:58])([CH3:54])[CH3:55].[F:1][C:2]([CH2:3][N:4]1[C:5](=[O:29])[CH2:6][N:7]([CH2:16][c:17]2[c:18]([O:27][CH3:28])[cH:19][c:20]([O:25][CH3:26])[cH:21][c:22]2[O:23][CH3:24])[C:8](=[O:15])[c:9]2[c:10]1[cH:11][cH:12][cH:13][cH:14]2)([F:30])[F:31].[K+:37].[Na+:63]>>[F:1][C:2]([CH2:3][N:4]1[C:5](=[O:29])[CH:6]([N:56]=[N+:57]=[N-:58])[N:7]([CH2:16][c:17]2[c:18]([O:27][CH3:28])[cH:19][c:20]([O:25][CH3:26])[cH:21][c:22]2[O:23][CH3:24])[C:8](=[O:15])[c:9]2[c:10]1[cH:11][cH:12][cH:13][cH:14]2)([F:30])[F:31].